Dataset: the Open Reaction Database (ORD), a public repository of structured organic reaction records. Task: describe an organic reaction: reactants, conditions, products, and yield Reactants: solution, C(C)[Mg]Br (ethyl magnesium bromide), C#CCCCCCC (1-octyne), ClCC#CCCl (1,4-dichloro-2-butyne), [NH4+].[Cl-] (NH4Cl). The reagents and catalysts are [Cu]Cl (copper(I) chloride). Solvent: C1CCOC1 (THF), C1CCOC1 (THF), C1CCOC1 (THF). Conditions: time 30 minute. The product is ClCC#CCC#CCCCCCC (1-chloro-2,5-dodecadiyne), oil. Yield: 36.0%. Reaction SMILES: C([Mg]Br)C.[CH:5]#[C:6][CH2:7][CH2:8][CH2:9][CH2:10][CH2:11][CH3:12].[Cl:13][CH2:14][C:15]#[C:16][CH2:17]Cl.[NH4+].[Cl-]>C1COCC1.[Cu]Cl>[Cl:13][CH2:14][C:15]#[C:16][CH2:17][C:5]#[C:6][CH2:7][CH2:8][CH2:9][CH2:10][CH2:11][CH3:12] |f:3.4|. Procedure details: 38.1 ml of a 1M solution of ethyl magnesium bromide in THF were added dropwise, at room temperature, to a solution of 4 grams of 1-octyne in 15 ml of anhydrous THF, under an inert atmosphere. With the addition complete, the mixture was maintained under stirring for 30 min at room temperature and then heated under reflux for 1 h, 30 min. The mixture was cooled to room temperature and then 287 mg of copper(I) chloride were added and the mixture was again heated under reflux for 1 hour. The mixture... Starting materials: O1CCCC1 (tetrahydrofuran), solid, C(C1=CC=CC=C1)(=O)N1C(CCCC1)C#N (1-benzoyl-2-piperidinecarbonitrile), O1CCCC1 (tetrahydrofuran), C(CC1=CC=CC=C1)I (phenethyl iodide). The solvent is O (water). Reaction conditions: temperature 0 celsius, time 30 minute. Yields the product C(C1=CC=CC=C1)(=O)N1C(CCCC1)(C#N)CCC1=CC=CC=C1 (1-Benzoyl-2-(2-phenylethyl)-2-piperidinecarbonitrile). RXN SMILES: O1CCCC1.[C:6]([N:14]1[CH2:19][CH2:18][CH2:17][CH2:16][CH:15]1[C:20]#[N:21])(=[O:13])[C:7]1[CH:12]=[CH:11][CH:10]=[CH:9][CH:8]=1.[CH2:22](I)[CH2:23][C:24]1[CH:29]=[CH:28][CH:27]=[CH:26][CH:25]=1>O>[C:6]([N:14]1[CH2:19][CH2:18][CH2:17][CH2:16][C:15]1([CH2:22][CH2:23][C:24]1[CH:29]=[CH:28][CH:27]=[CH:26][CH:25]=1)[C:20]#[N:21])(=[O:13])[C:7]1[CH:8]=[CH:9][CH:10]=[CH:11][CH:12]=1. Procedure: To 200 ml of tetrahydrofuran containing 140 mmol lithium diisopropylamide was added 15 g of solid 1-benzoyl-2-piperidinecarbonitrile at -78° C. The mixture was stirred for 30 minutes, after which 100 ml of tetrahydrofuran containing 33.2 g of phenethyl iodide was added dropwise at -78° C. After completion of dropwise addition, the temperature of the reaction mixture was gradually increased to 0° C. Then, water was added and the organic layer was separated. The aqueous layer was further extracted... As a reaction SMILES: [CH3:1][O:2][C:3]1[CH:4]=[C:5]([CH2:9][S:10]([C:13]2[CH:14]=[C:15]3[C:19](=[CH:20][CH:21]=2)[NH:18][C:17](=[O:22])[CH2:16]3)(=[O:12])=[O:11])[CH:6]=[CH:7][CH:8]=1.[CH2:23]([N:25]([CH2:40][CH3:41])[CH2:26][CH2:27][NH:28][C:29]([C:31]1[C:35]([CH3:36])=[C:34]([CH:37]=O)[NH:33][C:32]=1[CH3:39])=[O:30])[CH3:24].N1CCCCC1>C(O)C>[CH2:40]([N:25]([CH2:23][CH3:24])[CH2:26][CH2:27][NH:28][C:29]([C:31]1[C:35]([CH3:36])=[C:34](/[CH:37]=[C:16]2\[C:17](=[O:22])[NH:18][C:19]3[C:15]\2=[CH:14][C:13]([S:10]([CH2:9][C:5]2[CH:6]=[CH:7][CH:8]=[C:3]([O:2][CH3:1])[CH:4]=2)(=[O:11])=[O:12])=[CH:21][CH:20]=3)[NH:33][C:32]=1[CH3:39])=[O:30])[CH3:41]. Yields the product C(C)N(CCNC(=O)C1=C(NC(=C1C)\C=C\1/C(NC2=CC=C(C=C12)S(=O)(=O)CC1=CC(=CC=C1)OC)=O)C)CC (5-[5-(3-methoxy-phenylmethanesulfonyl)-2-oxo-1,2-dihydro-indol-(3Z)-ylidenemethyl]-2,4-dimethyl-1H-pyrrole-3-carboxylic acid (2-diethylamino-ethyl)-amide). Reported procedure: To a solution of 5-(3-methoxy-phenylmethanesulfonyl)-1,3-dihydro-indol-2-one (100 mg, 0.32 mmol) and 5-formyl-2,4-dimethyl-1H-pyrrole-3-carboxylic acid (2-diethylamino-ethyl)-amide (84 mg, 0.32 mmol) in ethanol (4 mL) was added piperidine (0.1 mL). The reaction mixture was stirred at 25° C. for three days. The solvent was evaporated and the residue was purified on a silica gel column eluting with MeOH—CH2Cl2 1:9 to provide 125 mg (69%) of 5-[5-(3-methoxy-phenylmethanesulfonyl)-2-oxo-1,2-dihydro-... Yield: 69.2%. Reactants: COC=1C=C(C=CC1)CS(=O)(=O)C=1C=C2CC(NC2=CC1)=O (5-(3-methoxy-phenylmethanesulfonyl)-1,3-dihydro-indol-2-one), C(C)N(CCNC(=O)C1=C(NC(=C1C)C=O)C)CC (5-formyl-2,4-dimethyl-1H-pyrrole-3-carboxylic acid (2-diethylamino-ethyl)-amide), N1CCCCC1 (piperidine). Conditions: temperature 25 celsius, time 3 day. Solvent: C(C)O (ethanol).